This data is from the Open Reaction Database (ORD), a public repository of structured organic reaction records. The task is: describe an organic reaction: reactants, conditions, products, and yield The reactants are COc1ccc(S(=O)(=O)CCCC(CS(=O)(=O)c2ccc(OC)cc2)C(=O)NOCc2ccccc2)cc1, CCO. The product is COc1ccc(S(=O)(=O)CCCC(CS(=O)(=O)c2ccc(OC)cc2)C(=O)NO)cc1. Reaction SMILES: [CH2:1]([c:2]1[cH:3][cH:4][cH:5][cH:6][cH:7]1)[O:8][NH:9][C:10]([CH:11]([CH2:12][CH2:13][CH2:14][S:15](=[O:16])(=[O:17])[c:18]1[cH:19][cH:20][c:21]([O:24][CH3:25])[cH:22][cH:23]1)[CH2:26][S:27](=[O:28])(=[O:29])[c:30]1[cH:31][cH:32][c:33]([O:36][CH3:37])[cH:34][cH:35]1)=[O:38].[CH2:39]([OH:40])[CH3:41]>>[OH:8][NH:9][C:10]([CH:11]([CH2:12][CH2:13][CH2:14][S:15](=[O:16])(=[O:17])[c:18]1[cH:19][cH:20][c:21]([O:24][CH3:25])[cH:22][cH:23]1)[CH2:26][S:27](=[O:28])(=[O:29])[c:30]1[cH:31][cH:32][c:33]([O:36][CH3:37])[cH:34][cH:35]1)=[O:38]. The reactants are O=C([O-])[O-], CCCCCC, CS(C)=O, [K+], [K+], NC1CCCCC1, O, ClCCOc1ccc2ccccc2c1, c1ccccc1. Product: c1ccc2cc(OCCNC3CCCCC3)ccc2c1. Reaction SMILES: [C:1](=[O:2])([O-:3])[O-:4].[CH3:28][CH2:29][CH2:30][CH2:31][CH2:32][CH3:33].[CH3:40][S:41]([CH3:42])=[O:43].[K+:5].[K+:6].[NH2:7][CH:8]1[CH2:9][CH2:10][CH2:11][CH2:12][CH2:13]1.[OH2:44].[cH:14]1[c:15]([O:24][CH2:25][CH2:26][Cl:27])[cH:16][cH:17][c:18]2[cH:19][cH:20][cH:21][cH:22][c:23]12.[cH:34]1[cH:35][cH:36][cH:37][cH:38][cH:39]1>>[NH:7]([CH:8]1[CH2:9][CH2:10][CH2:11][CH2:12][CH2:13]1)[CH2:26][CH2:25][O:24][c:15]1[cH:14][c:23]2[c:18]([cH:17][cH:16]1)[cH:19][cH:20][cH:21][cH:22]2.